This data is from the Open Reaction Database (ORD), a public repository of structured organic reaction records. The task is: describe an organic reaction: reactants, conditions, products, and yield The reactants are ClC1=C(C=O)C(=CC=C1)OC(F)F (2-chloro-6-difluoromethoxy-benzaldehyde), [BH4-].[Na+] (NaBH4), O (water). The solvent is CO (MeOH). Reaction conditions: time 30 minute. Product: ClC1=C(C(=CC=C1)OC(F)F)CO ((2-chloro-6-difluoromethoxy-phenyl)-methanol). The yield is 79.1%. RXN SMILES: [Cl:1][C:2]1[CH:9]=[CH:8][CH:7]=[C:6]([O:10][CH:11]([F:13])[F:12])[C:3]=1[CH:4]=[O:5].[BH4-].[Na+].O>CO>[Cl:1][C:2]1[CH:9]=[CH:8][CH:7]=[C:6]([O:10][CH:11]([F:13])[F:12])[C:3]=1[CH2:4][OH:5] |f:1.2|. Procedure: To a solution of 2-chloro-6-difluoromethoxy-benzaldehyde (0.65 g; 3.15 mmol) in MeOH (10 mL) was added NaBH4 (357.13 mg; 9.44 mmol), at −15° C. After complete addition the mixture was allowed to warm to RT and stirred for 30 minutes. Subsequently, water (5 mL) was added and the volatiles were removed in vacuo. The residue was partitioned between Et2O and 5% aqueous NaHCO3. The layers were separated and the organic layer was dried (Na2SO4), filtered, and concentrated in vacuo to afford (2-chloro-... Reactants: FC1=CC=C(C=C1)C=1OC2=C(C1C(=O)O)C=C(C=C2)O (2-(4-fluorophenyl)-5-hydroxybenzofuran-3-carboxylic acid), CN (methylamine), C1CCOC1 (THF), C=1C=CC2=C(C1)N=NN2O (HOBT), CCN=C=NCCCN(C)C.Cl (EDC.HCl), C(C)(C)N(CC)C(C)C (Diisopropyl ethylamine). Run in CN(C)C=O (DMF). Conditions: time 12 hour. The product is FC1=CC=C(C=C1)C=1OC2=C(C1C(=O)NC)C=C(C=C2)O (2-(4-Fluorophenyl)-5-hydroxy-N-methylbenzofuran-3-carboxamide). Reaction SMILES: [F:1][C:2]1[CH:7]=[CH:6][C:5]([C:8]2[O:9][C:10]3[CH:19]=[CH:18][C:17]([OH:20])=[CH:16][C:11]=3[C:12]=2[C:13](O)=[O:14])=[CH:4][CH:3]=1.CN.C1COCC1.C1C=CC2N(O)N=[N:34][C:32]=2C=1.CCN=C=NCCCN(C)C.Cl.C(N(C(C)C)CC)(C)C>CN(C=O)C>[F:1][C:2]1[CH:7]=[CH:6][C:5]([C:8]2[O:9][C:10]3[CH:19]=[CH:18][C:17]([OH:20])=[CH:16][C:11]=3[C:12]=2[C:13]([NH:34][CH3:32])=[O:14])=[CH:4][CH:3]=1 |f:4.5|. Procedure details: To a mixture of 2-(4-fluorophenyl)-5-hydroxybenzofuran-3-carboxylic acid (1 g, 3.7 mmol, 1 eq), methylamine in THF (2 M solution) (0.689 g, 21.5 mmol, 1 eq), HOBT (0.83 g, 6.2 mmol, 1.7 eq), EDC.HCl (1.24 g, 6.6 mmol, 1.8 eq) in DMF at ambient temperature under nitrogen was added Diisopropyl ethylamine (2.32 g, 18.5 mmol, 3.0 eq). The clear mixture was stirred at ambient temperature for 12 h. The LCMS indicated the desired product. The mixture was concentrated cooled in an ice-water bath, furthe... The reactants are COC(=O)[C@H]1C[C@H]([C@@H](CC1)NC(=O)OC(C)(C)C)O ((1R,3R,4R)-4-tert-Butoxycarbonylamino-3-hydroxy-cyclohexanecarboxylic acid methyl ester), CI (methyl iodide). Reagents/catalysts: [Ag-]=O (silver(I) oxide). Solvent: ClCCl (dichloromethane). Run at time 18 hour. The product is COC(=O)[C@H]1C[C@H]([C@@H](CC1)NC(=O)OC(C)(C)C)OC ((1R,3R,4R)-4-tert-Butoxycarbonylamino-3-methoxy-cyclohexanecarboxylic acid methyl ester). RXN SMILES: [CH3:1][O:2][C:3]([C@@H:5]1[CH2:10][CH2:9][C@@H:8]([NH:11][C:12]([O:14][C:15]([CH3:18])([CH3:17])[CH3:16])=[O:13])[C@H:7]([OH:19])[CH2:6]1)=[O:4].[CH3:20]I>ClCCl.[Ag-]=O>[CH3:1][O:2][C:3]([C@@H:5]1[CH2:10][CH2:9][C@@H:8]([NH:11][C:12]([O:14][C:15]([CH3:16])([CH3:18])[CH3:17])=[O:13])[C@H:7]([O:19][CH3:20])[CH2:6]1)=[O:4]. Procedure details: A mixture of alcohol (d) (6.5 g, 24 mmol), silver(I) oxide (16.5 g, 72 mmol), methyl iodide (4.5 ml) and 3 A molecular sieves (10 g) in dichloromethane (100 ml) was stirred at room temperature for 18 hours. The mixture was filtered and evaporated. The residue was chromatographed on silica eluting with 1:2 ethyl acetate:petrol affording an oil (5.47 g, 80%). Reactants: C1(=CC=CC=C1)CN1C2=CC=CC(=C2C=2C(CCCC12)=O)C(=O)OC (9-[(phenyl)methyl]-5-carbomethoxy-1,2-dihydrocarbazol-4(3H)-one), [H-].[Na+] (sodium hydride), oil, C1(=CC=CC=C1)S(=O)OC (methyl benzenesulfinate). The solvent is C(C)(=O)OCC (ethyl acetate), O1CCOCC1 (dioxane), O1CCOCC1 (dioxane), C(C)(=O)O (acetic acid). Reaction conditions: time 8 minute. Product: C1(=CC=CC=C1)CN1C2=CC=CC(=C2C=2C(=CC=CC12)O)C(=O)OC (9-[(phenyl)methyl]-4-hydroxy-5-carbomethoxy carbazole). The yield is 81.0%. RXN SMILES: [C:1]1([CH2:7][N:8]2[C:20]3[CH2:19][CH2:18][CH2:17][C:16](=[O:21])[C:15]=3[C:14]3[C:9]2=[CH:10][CH:11]=[CH:12][C:13]=3[C:22]([O:24][CH3:25])=[O:23])[CH:6]=[CH:5][CH:4]=[CH:3][CH:2]=1.[H-].[Na+].C1(S(OC)=O)C=CC=CC=1>O1CCOCC1.C(O)(=O)C.C(OCC)(=O)C>[C:1]1([CH2:7][N:8]2[C:20]3[CH:19]=[CH:18][CH:17]=[C:16]([OH:21])[C:15]=3[C:14]3[C:9]2=[CH:10][CH:11]=[CH:12][C:13]=3[C:22]([O:24][CH3:25])=[O:23])[CH:6]=[CH:5][CH:4]=[CH:3][CH:2]=1 |f:1.2|. Procedure: To a solution of the 9-[(phenyl)methyl]-5-carbomethoxy-1,2-dihydrocarbazol-4(3H)-one (2.87 g, 8.61 mM) in 29 ml dioxane was added 60% sodium hydride in mineral oil (0.79 g, 19.8 mM). The reaction was stirred 8 minutes, then methyl benzenesulfinate (1.80 ml, 13.8 mM) was added. The reaction was stirred an additional 1.5 h, then diluted with 43 ml dioxane and 1.13 ml acetic acid. The mixture was refluxed 1 h, diluted with ethyl acetate, and extracted with sat'd NaHCO3 two times, then with brine. A...